From a dataset of the Open Reaction Database (ORD), a public repository of structured organic reaction records. describe an organic reaction: reactants, conditions, products, and yield Reactants: COC1=CC=C(CN2N=CC(=C2)C=2N=C(SC2C)NC2=NC(=CC=C2)Br)C=C1 (N-(4-(1-(4-methoxybenzyl)-1H-pyrazol-4-yl)-5-methylthiazol-2-yl)-6-bromopyridin-2-amine), [C-]#N.[Na+] (NaCN). The reagents and catalysts are C=1C=CC(=CC1)[P](C=2C=CC=CC2)(C=3C=CC=CC3)[Pd]([P](C=4C=CC=CC4)(C=5C=CC=CC5)C=6C=CC=CC6)([P](C=7C=CC=CC7)(C=8C=CC=CC8)C=9C=CC=CC9)[P](C=1C=CC=CC1)(C=1C=CC=CC1)C=1C=CC=CC1 (Pd(PPh3)4), [Cu]I (CuI). Solvent: C(C)#N (acetonitrile). The product is COC1=CC=C(CN2N=CC(=C2)C=2N=C(SC2C)NC2=CC=CC(=N2)C#N)C=C1 (6-(4-(1-(4-methoxybenzyl)-1H-pyrazol-4-yl)-5-methylthiazol-2-ylamino)picolinonitrile). The yield is 73.4%. Reaction SMILES: [CH3:1][O:2][C:3]1[CH:28]=[CH:27][C:6]([CH2:7][N:8]2[CH:12]=[C:11]([C:13]3[N:14]=[C:15]([NH:19][C:20]4[CH:25]=[CH:24][CH:23]=[C:22](Br)[N:21]=4)[S:16][C:17]=3[CH3:18])[CH:10]=[N:9]2)=[CH:5][CH:4]=1.[C-:29]#[N:30].[Na+]>C(#N)C.C1C=CC([P]([Pd]([P](C2C=CC=CC=2)(C2C=CC=CC=2)C2C=CC=CC=2)([P](C2C=CC=CC=2)(C2C=CC=CC=2)C2C=CC=CC=2)[P](C2C=CC=CC=2)(C2C=CC=CC=2)C2C=CC=CC=2)(C2C=CC=CC=2)C2C=CC=CC=2)=CC=1.[Cu]I>[CH3:1][O:2][C:3]1[CH:28]=[CH:27][C:6]([CH2:7][N:8]2[CH:12]=[C:11]([C:13]3[N:14]=[C:15]([NH:19][C:20]4[N:21]=[C:22]([C:29]#[N:30])[CH:23]=[CH:24][CH:25]=4)[S:16][C:17]=3[CH3:18])[CH:10]=[N:9]2)=[CH:5][CH:4]=1 |f:1.2,^1:38,40,59,78|. Procedure: According to Scheme 4 Step 1: A solution of N-(4-(1-(4-methoxybenzyl)-1H-pyrazol-4-yl)-5-methylthiazol-2-yl)-6-bromopyridin-2-amine (0.94 mmol, 430 mg), NaCN (3.54 mmol, 174 mg), Pd(PPh3)4 (0.42 mmol, 487 mg) and CuI (0.18 mmol, 34 mg) in acetonitrile (22 mL) was microwaved at 180° C. for 6 hours under nitrogen. After evaporation of the solvent, the resulting crude product was purified by flash chromatography over silica gel using DCM/MeOH (80:20) as eluent to afford 6-(4-(1-(4-methoxybenzyl)-1H... Starting materials: COc1cc2nc(C)nc(Oc3ccc([N+](=O)[O-])cc3)c2cc1OC, CCO. The product is COc1cc2nc(C)nc(Oc3ccc(N)cc3)c2cc1OC. Reaction SMILES: [CH3:1][O:2][c:3]1[cH:4][c:5]2[c:6]([O:16][c:17]3[cH:18][cH:19][c:20]([N+:23]([O-:24])=[O:25])[cH:21][cH:22]3)[n:7][c:8]([CH3:15])[n:9][c:10]2[cH:11][c:12]1[O:13][CH3:14].[CH3:26][CH2:27][OH:28]>>[CH3:1][O:2][c:3]1[cH:4][c:5]2[c:6]([O:16][c:17]3[cH:18][cH:19][c:20]([NH2:23])[cH:21][cH:22]3)[n:7][c:8]([CH3:15])[n:9][c:10]2[cH:11][c:12]1[O:13][CH3:14]. The reactants are sec-amide, COCCCl (chloroethyl methyl ether), CC1=C(NC(CCl)=O)C(=CC=C1)CC (2'-methyl-6'-ethyl-2-chloroacetanilide), C1CCOC1 (THF). Run in C(C)OCC (diethyl ether), CCOCC (ether). Product: COC(C)N(C1=C(C=CC=C1CC)C)C(CCl)=O (N-(1-methoxy-1-ethyl)-2'-methyl-6'-ethyl-2-chloroacetanilide). Isolated yield 86.0%. As a reaction SMILES: [CH3:1][C:2]1[CH:12]=[CH:11][CH:10]=[C:9]([CH2:13][CH3:14])[C:3]=1[NH:4][C:5](=[O:8])[CH2:6][Cl:7].C1[CH2:19][O:18][CH2:17][CH2:16]1.COCCCl>C(OCC)C>[CH3:19][O:18][CH:17]([N:4]([C:5](=[O:8])[CH2:6][Cl:7])[C:3]1[C:9]([CH2:13][CH3:14])=[CH:10][CH:11]=[CH:12][C:2]=1[CH3:1])[CH3:16]. Procedure: The same general procedure of Example 32 was followed, except here the sec-amide, 2'-methyl-6'-ethyl-2-chloroacetanilide, 21.1 g (0.1 mol), was solubilized with a small amount of THF in 400-500 ml diethyl ether. Reaction went well, but gas evolved when chloroethyl methyl ether was added. However, at final addition (about 2.5×theory) the added ether didn't react although some KH was still present. Upon workup, the product, N-(1-methoxy-1-ethyl)-2'-methyl-6'-ethyl-2-chloroacetanilide, was obtained... Reactants: C(C)(C)(C)C1=CC=C(C(=O)NC2=C(C(=CC(=C2)F)C=2C3=C(N=CN2)NC(=C3)C3=CCC(CC3)O)C)C=C1 (4-tert-Butyl-N-{5-fluoro-3-[6-(4-hydroxy-cyclohex-1-enyl)-7H-pyrrolo[2,3-d]pyrimidin-4-yl]-2-methyl-phenyl}-benzamide), C(C)(C)(C)C1=CC=C(C(=O)NC2=C(C(=CC=C2)C=2C3=C(N=CN2)NC(=C3)C3=CCC(CC3)=O)C)C=C1 (4-tert-Butyl-N-{2-methyl-3-[6-(4-oxo-cyclohex-1-enyl)-7H-pyrrolo[2,3-d]pyrimidin-4-yl]-phenyl}-benzamide). Product: C(C)(C)(C)C1=CC=C(C(=O)NC2=C(C(=CC=C2)C=2C3=C(N=CN2)NC(=C3)C3=CCC(CC3)O)C)C=C1 (4-tert-Butyl-N-{3-[6 (4 hydroxy-cyclohex-1-enyl)-7H-pyrrolo[2,3-d]pyrimidin-4-yl]-2-methyl-phenyl}-benzamide). As a reaction SMILES: [C:1]([C:5]1[CH:37]=[CH:36][C:8]([C:9]([NH:11][C:12]2[CH:17]=[C:16](F)[CH:15]=[C:14]([C:19]3[C:20]4[CH:27]=[C:26]([C:28]5[CH2:33][CH2:32][CH:31]([OH:34])[CH2:30][CH:29]=5)[NH:25][C:21]=4[N:22]=[CH:23][N:24]=3)[C:13]=2[CH3:35])=[O:10])=[CH:7][CH:6]=1)([CH3:4])([CH3:3])[CH3:2].C(C1C=CC(C(NC2C=CC=C(C3C4C=C(C5CCC(=O)CC=5)NC=4N=CN=3)C=2C)=O)=CC=1)(C)(C)C>>[C:1]([C:5]1[CH:6]=[CH:7][C:8]([C:9]([NH:11][C:12]2[CH:17]=[CH:16][CH:15]=[C:14]([C:19]3[C:20]4[CH:27]=[C:26]([C:28]5[CH2:33][CH2:32][CH:31]([OH:34])[CH2:30][CH:29]=5)[NH:25][C:21]=4[N:22]=[CH:23][N:24]=3)[C:13]=2[CH3:35])=[O:10])=[CH:36][CH:37]=1)([CH3:4])([CH3:2])[CH3:3]. Procedure: Example 66 was prepared analogue to Example 28 step 2 by replacing Intermediate 19 in with Intermediate 55. The reactants are ClCCCOC1=CC=C(C=C1)SC(C)C (1-chloro-3-[4-(1-methylethylthio)phenoxy]propane), CC(CN)(CCCC)C (2,2-dimethylhex-1-ylamine), Cl (hydrochloride). Product: Cl.CC(C)SC1=CC=C(OCCCNCC(CCCC)(C)C)C=C1 (N-[3-[4-[(1-methylethyl)thio]phenoxy]propyl]-2,2-dimethylhex-1-ylamine hydrochloride). As a reaction SMILES: [Cl:1][CH2:2][CH2:3][CH2:4][O:5][C:6]1[CH:11]=[CH:10][C:9]([S:12][CH:13]([CH3:15])[CH3:14])=[CH:8][CH:7]=1.[CH3:16][C:17]([CH3:24])([CH2:20][CH2:21][CH2:22][CH3:23])[CH2:18][NH2:19].Cl>>[ClH:1].[CH3:14][CH:13]([S:12][C:9]1[CH:10]=[CH:11][C:6]([O:5][CH2:4][CH2:3][CH2:2][NH:19][CH2:18][C:17]([CH3:24])([CH3:16])[CH2:20][CH2:21][CH2:22][CH3:23])=[CH:7][CH:8]=1)[CH3:15] |f:3.4|. Reported procedure: Reaction of 1-chloro-3-[4-(1-methylethylthio)phenoxy]propane with 2,2-dimethylhex-1-ylamine according to the procedure of Example 2(b) and conversion of the base to the hydrochloride provides N-[3-[4-[(1-methylethyl)thio]phenoxy]propyl]-2,2-dimethylhex-1-ylamine hydrochloride. Starting materials: [Br-], CC(=O)C1CCN(C(=O)OC(C)(C)C)CC1, C1CCOC1, [Mg+]C#Cc1ccccc1. Product: CC(C)(C)OC(=O)N1CCC(C(C)(O)C#Cc2ccccc2)CC1. RXN SMILES: [Br-:17].[C:1]([CH3:2])([CH3:3])([CH3:4])[O:5][C:6](=[O:7])[N:8]1[CH2:9][CH2:10][CH:11]([C:14]([CH3:15])=[O:16])[CH2:12][CH2:13]1.[CH2:27]1[O:28][CH2:29][CH2:30][CH2:31]1.[c:18]1([C:24]#[C:25][Mg+:26])[cH:19][cH:20][cH:21][cH:22][cH:23]1>>[C:1]([CH3:2])([CH3:3])([CH3:4])[O:5][C:6](=[O:7])[N:8]1[CH2:9][CH2:10][CH:11]([C:14]([CH3:15])([OH:16])[C:25]#[C:24][c:18]2[cH:19][cH:20][cH:21][cH:22][cH:23]2)[CH2:12][CH2:13]1.